From a dataset of the Open Reaction Database (ORD), a public repository of structured organic reaction records. describe an organic reaction: reactants, conditions, products, and yield Starting materials: NC1=NC=NN2C1=CC=C2CCCO (3-(4-aminopyrrolo[2,1-f][1,2,4]triazin-7-yl)-propan-1-ol), BrN1C(=O)N(C(=O)C1(C)C)Br (1,3-dibromo-5,5-dimethylhydantoin). The solvent is CN(C)C=O (DMF). Run at temperature 0 celsius, time 2 hour. Yields the product NC1=NC=NN2C1=C(C=C2CCCO)Br (3-(4-Amino-5-bromopyrrolo[2,1-f][1,2,4]triazin-7-yl)-propan-1-ol). Isolated yield 173.5%. RXN SMILES: [NH2:1][C:2]1[C:7]2=[CH:8][CH:9]=[C:10]([CH2:11][CH2:12][CH2:13][OH:14])[N:6]2[N:5]=[CH:4][N:3]=1.[Br:15]N1C(C)(C)C(=O)N(Br)C1=O>CN(C=O)C>[NH2:1][C:2]1[C:7]2=[C:8]([Br:15])[CH:9]=[C:10]([CH2:11][CH2:12][CH2:13][OH:14])[N:6]2[N:5]=[CH:4][N:3]=1. Reported procedure: To a solution of 3-(4-aminopyrrolo[2,1-f][1,2,4]triazin-7-yl)-propan-1-ol (5.40 g, 28.09 mmol) in anhydrous DMF (56 mL) was added 1,3-dibromo-5,5-dimethylhydantoin (3.96 g, 13.9 mmol, 0.50 eq) proportionwise at −50° C. The reaction mixture was warmed to 0° C. and stirred at 0° C. for 2 h. The reaction mixture was quenched with water and poured into EtOAc. The organic layer was washed with water and brine, dried over Na2SO4, filtered, and concentrated at reduced pressure. Crystallization from DCM... Reactants: C=CCCC(C#N)(Cc1cc(Oc2ccccc2)ccc1[N+](=O)[O-])C(=O)OCC, CO, Cl, [Li+], [OH-], O. Product: C=CCCC(C#N)(Cc1cc(Oc2ccccc2)ccc1[N+](=O)[O-])C(=O)O. As a reaction SMILES: [CH2:1]([CH3:2])[O:3][C:4]([C:5]([CH2:6][CH2:7][CH:8]=[CH2:9])([CH2:10][c:11]1[c:12]([N+:24](=[O:25])[O-:26])[cH:13][cH:14][c:15]([O:17][c:18]2[cH:19][cH:20][cH:21][cH:22][cH:23]2)[cH:16]1)[C:27]#[N:28])=[O:29].[CH3:33][OH:34].[ClH:32].[Li+:31].[OH-:30].[OH2:35]>>[O:3]=[C:4]([C:5]([CH2:6][CH2:7][CH:8]=[CH2:9])([CH2:10][c:11]1[c:12]([N+:24](=[O:25])[O-:26])[cH:13][cH:14][c:15]([O:17][c:18]2[cH:19][cH:20][cH:21][cH:22][cH:23]2)[cH:16]1)[C:27]#[N:28])[OH:29].